From a dataset of the Open Reaction Database (ORD), a public repository of structured organic reaction records. describe an organic reaction: reactants, conditions, products, and yield Reactants: HCl-, aqueous solution, Cl (HCl), CC(C)O[Ti](OC(C)C)(OC(C)C)OC(C)C (Ti(OiPr)4), [Si](OCC)(OCC)(OCC)OCC (Si(OEt)4). The solvent is O (H2O). The product is [OH-].[Si+4].[Ti+4].[OH-].[OH-].[OH-].[OH-].[OH-].[OH-].[OH-] (titanium-silicon hydroxide). As a reaction SMILES: Cl.CC([O:5][Ti:6](OC(C)C)(OC(C)C)OC(C)C)C.[Si:19](OCC)(OCC)(OCC)[O:20]CC>O>[OH-:5].[Si+4:19].[Ti+4:6].[OH-:20].[OH-:5].[OH-:5].[OH-:5].[OH-:5].[OH-:5].[OH-:5] |f:4.5.6.7.8.9.10.11.12.13|. Reported procedure: A silicalite-titania-silica hybrid membrane was prepared using the sol gel technique and suction method as follows. A silicalite substrate was impregnated as in Example 1. 0.7892 g of 37% aqueous solution HCl was diluted in 31.0028 g of H2O and a mixture of 2.5560 g of Ti(OiPr)4 and 0.2080 g of Si(OEt)4 was added to the HCl--H2O solution drop wise with continuous stirring. A white hybrid titanium-silicon hydroxide precipitate was formed and the mixture was stirred for an additional hour. HNO3 wa... Starting materials: C(C1=CC=CC=C1)=O (benzaldehyde), C(C)(=O)O[BH-](OC(C)=O)OC(C)=O.[Na+] (sodium triacetoxyborohydride), C(C)(=O)O (acetic acid), N1CCC(CC1)OC=1C=C2C=CN=C(C2=CC1)N (6-(piperidin-4-yloxy)-isoquinolin-1-ylamine). Solvent: CN(C=O)C (N, N-dimethylformamide), O (Water). Conditions: time 2 hour. The product is C(C1=CC=CC=C1)N1CCC(CC1)OC=1C=C2C=CN=C(C2=CC1)N (6-(1-benzyl-piperidin-4-yloxy)-isoquinolin-1--ylamine). Reaction SMILES: C(O)(=O)C.[NH:5]1[CH2:10][CH2:9][CH:8]([O:11][C:12]2[CH:13]=[C:14]3[C:19](=[CH:20][CH:21]=2)[C:18]([NH2:22])=[N:17][CH:16]=[CH:15]3)[CH2:7][CH2:6]1.[CH:23](=O)[C:24]1[CH:29]=[CH:28][CH:27]=[CH:26][CH:25]=1.C(O[BH-](OC(=O)C)OC(=O)C)(=O)C.[Na+]>CN(C)C=O.O>[CH2:23]([N:5]1[CH2:10][CH2:9][CH:8]([O:11][C:12]2[CH:13]=[C:14]3[C:19](=[CH:20][CH:21]=2)[C:18]([NH2:22])=[N:17][CH:16]=[CH:15]3)[CH2:7][CH2:6]1)[C:24]1[CH:29]=[CH:28][CH:27]=[CH:26][CH:25]=1 |f:3.4|. Procedure details: A drop of glacial acetic acid was added to a solution of 6-(piperidin-4-yloxy)-isoquinolin-1-ylamine (20 mg, 0.082 mmol) in N, N-dimethylformamide (0.5 ml), followed by addition of benzaldehyde (20 mL). The mixture was then treated with sodium triacetoxyborohydride (50 mg) and shaken for 2 h. Water (0.5 ml) was added, the mixture was stirred overnight and then purified by prep-HPLC to give 6-(1-benzyl-piperidin-4-yloxy)-isoquinolin-1--ylamine (28 mg), El-MS: m/z=334.3 [M+H]+. Reactants: ClCCl, CN(C)C=O, CS(=O)(=O)c1ccc(C(CC2CCC(=O)C2)C(=O)O)cc1Cl, O=C(Cl)C(=O)Cl, Nc1cnccn1, C1CCOC1, c1ccncc1. Yields the product CS(=O)(=O)c1ccc(C(CC2CCC(=O)C2)C(=O)Nc2cnccn2)cc1Cl. As a reaction SMILES: [CH2:42]([Cl:43])[Cl:44].[CH3:45][N:46]([CH3:47])[CH:48]=[O:49].[Cl:1][c:2]1[cH:3][c:4]([CH:12]([C:13](=[O:14])[OH:15])[CH2:16][CH:17]2[CH2:18][C:19](=[O:22])[CH2:20][CH2:21]2)[cH:5][cH:6][c:7]1[S:8](=[O:9])(=[O:10])[CH3:11].[Cl:23][C:24]([C:25]([Cl:26])=[O:27])=[O:28].[NH2:29][c:30]1[n:31][cH:32][cH:33][n:34][cH:35]1.[O:50]1[CH2:51][CH2:52][CH2:53][CH2:54]1.[cH:36]1[cH:37][cH:38][n:39][cH:40][cH:41]1>>[Cl:1][c:2]1[cH:3][c:4]([CH:12]([C:13](=[O:14])[NH:29][c:30]2[n:31][cH:32][cH:33][n:34][cH:35]2)[CH2:16][CH:17]2[CH2:18][C:19](=[O:22])[CH2:20][CH2:21]2)[cH:5][cH:6][c:7]1[S:8](=[O:9])(=[O:10])[CH3:11]. Reactants: CS(C)=O, N#CO[Na], Cc1ccc(S(=O)(=O)OCCCc2ccccc2F)cc1, O. Product: N#CCCCc1ccccc1F. Reaction SMILES: [CH3:27][S:28]([CH3:29])=[O:30].[Na:1][O:2][C:3]#[N:4].[O:5]([S:6]([c:7]1[cH:8][cH:9][c:10]([CH3:11])[cH:12][cH:13]1)(=[O:14])=[O:15])[CH2:16][CH2:17][CH2:18][c:19]1[c:20]([F:25])[cH:21][cH:22][cH:23][cH:24]1.[OH2:26]>>[C:3](#[N:4])[CH2:16][CH2:17][CH2:18][c:19]1[c:20]([F:25])[cH:21][cH:22][cH:23][cH:24]1. Reactants: Cl.N1(C=NC=C1)CCNC1=CC=C(C(=O)OCC)C=C1 (ethyl p-[β-(1-imidazolyl)ethylamino]benzoate hydrochloride), [OH-].[Na+] (sodium hydroxide). Solvent: CO.O (methanol water). Product: Cl.N1(C=NC=C1)CCNC1=CC=C(C(=O)O)C=C1 (p-[β-(1-imidazolyl)ethylamino]benzoic acid hydrochloride). The yield is 71.8%. RXN SMILES: [ClH:1].[N:2]1([CH2:7][CH2:8][NH:9][C:10]2[CH:20]=[CH:19][C:13]([C:14]([O:16]CC)=[O:15])=[CH:12][CH:11]=2)[CH:6]=[CH:5][N:4]=[CH:3]1.[OH-].[Na+]>CO.O>[ClH:1].[N:2]1([CH2:7][CH2:8][NH:9][C:10]2[CH:20]=[CH:19][C:13]([C:14]([OH:16])=[O:15])=[CH:12][CH:11]=2)[CH:6]=[CH:5][N:4]=[CH:3]1 |f:0.1,2.3,4.5,6.7|. Reported procedure: Then, a solution of 1.0 g of ethyl p-[β-(1-imidazolyl)ethylamino]benzoate hydrochloride and 1.0 g of sodium hydroxide in 30 ml of methanol-water (1:2 by volume) was stirred for 2.5 hours at room temperature. After concentration under reduced pressure, the residue was acidified with 6N hydrochloric acid to pH 1, and then concentrated under reduced pressure. To the residue was added 20 ml of tert-butanol and evaporated under reduced pressure to remove the excess of hydrochloric acid completely. Th...